From a dataset of the Open Reaction Database (ORD), a public repository of structured organic reaction records. describe an organic reaction: reactants, conditions, products, and yield Starting materials: C(C)(C)(C)OC(NC1=C(C=C(C(=C1)N1CCCC1)C(F)(F)F)N)=O ((2-amino-5-pyrrolidin-1-yl-4-trifluoromethyl-phenyl)-carbamic acid tert.-butyl ester), C(C)(C)(C)OC(CC(C1=CC(=CC=C1)C1=NOC(=C1)COC1OCCCC1)=O)=O ((RS)-3-oxo-3-{3-[5-(tetrahydro-pyran-2-yloxymethyl)-isoxazol-3-yl]-phenyl}-propionic acid tert.-butyl ester). Product: C(C)(C)(C)OC(NC1=C(C=C(C(=C1)N1CCCC1)C(F)(F)F)NC(CC(C1=CC(=CC=C1)C1=NOC(=C1)COC1OCCCC1)=O)=O)=O ((RS)-[2-(3-Oxo-3-{3-[5-(tetrahydro-pyran-2-yloxymethyl)-isoxazol-3-yl]-phenyl}-propionylamino)-5-pyrrolidin-1-yl-4-trifluoromethyl-phenyl]-carbamic acid tert.-butyl ester), foam. Reaction SMILES: [C:1]([O:5][C:6](=[O:24])[NH:7][C:8]1[CH:13]=[C:12]([N:14]2[CH2:18][CH2:17][CH2:16][CH2:15]2)[C:11]([C:19]([F:22])([F:21])[F:20])=[CH:10][C:9]=1[NH2:23])([CH3:4])([CH3:3])[CH3:2].C([O:29][C:30](=O)[CH2:31][C:32](=[O:52])[C:33]1[CH:38]=[CH:37][CH:36]=[C:35]([C:39]2[CH:43]=[C:42]([CH2:44][O:45][CH:46]3[CH2:51][CH2:50][CH2:49][CH2:48][O:47]3)[O:41][N:40]=2)[CH:34]=1)(C)(C)C>>[C:1]([O:5][C:6](=[O:24])[NH:7][C:8]1[CH:13]=[C:12]([N:14]2[CH2:18][CH2:17][CH2:16][CH2:15]2)[C:11]([C:19]([F:21])([F:22])[F:20])=[CH:10][C:9]=1[NH:23][C:30](=[O:29])[CH2:31][C:32](=[O:52])[C:33]1[CH:38]=[CH:37][CH:36]=[C:35]([C:39]2[CH:43]=[C:42]([CH2:44][O:45][CH:46]3[CH2:51][CH2:50][CH2:49][CH2:48][O:47]3)[O:41][N:40]=2)[CH:34]=1)([CH3:4])([CH3:2])[CH3:3]. Procedure details: The title compound was prepared from (2-amino-5-pyrrolidin-1-yl-4-trifluoromethyl-phenyl)-carbamic acid tert.-butyl ester (Example J12) and (RS)-3-oxo-3-{3-[5-(tetrahydro-pyran-2-yloxymethyl)-isoxazol-3-yl]-phenyl}-propionic acid tert.-butyl ester (Example K15) according to the general procedure M. Obtained as a yellow foam (522 mg). Reactants: Cl.C(C1=CC=CC=C1)NCCNC1=CC=CC=C1 (N-Benzyl-N'-phenyl-1,2-diaminoethane hydrochloride), C(C)(C)N(CC)C(C)C (diisopropylethylamine), C(#N)C(C#N)=C (2-cyanoacrylonitrile). The solvent is CN(C)C=O (DMF). The product is C(C1=CC=CC=C1)N1CC(N(CC1)C1=CC=CC=C1)C#N (4-Benzyl-2-cyano-1-phenylpiperazine). As a reaction SMILES: Cl.[CH2:2]([NH:9][CH2:10][CH2:11][NH:12][C:13]1[CH:18]=[CH:17][CH:16]=[CH:15][CH:14]=1)[C:3]1[CH:8]=[CH:7][CH:6]=[CH:5][CH:4]=1.[CH:19]([N:22](C(C)C)CC)(C)C.[C:28]([C:30](=C)C#N)#N>CN(C=O)C>[CH2:2]([N:9]1[CH2:30][CH2:28][N:12]([C:13]2[CH:18]=[CH:17][CH:16]=[CH:15][CH:14]=2)[CH:11]([C:19]#[N:22])[CH2:10]1)[C:3]1[CH:4]=[CH:5][CH:6]=[CH:7][CH:8]=1 |f:0.1|. Reported procedure: A solution of 14 (5.07 g, 17.0 mmol) and diisopropylethylamine (4.97 g, 38.4 mmol) in DMF (40 nL) was treated with a solution of 2-cyanoacrylonitrile (2.30 g, 26.3 mmol) in DMP (40 mL) at room temperature (14 d). The solvent was removed in vacuo and the residue dissolved in dichloromethane and washed with water, brine, and dried (Na2SO4). Concentrated in vacuo, the residue was recrystallized from ethanol to afford 15 as white crystals. The reactants are [H-].[Na+] (sodium hydride), ClC1=NC=CC2=CC=CC=C12 (1-chloroisoquinoline), N1C=CC=2C1=NC=CC2 (1H-pyrrolo[2,3-b]pyridine). Solvent: CN(C=O)C (dimethylformamide), CN(C=O)C (dimethylformamide), CN(C=O)C (dimethylformamide). Run at temperature 20 celsius, time 30 minute. Yields the product C1(=NC=CC2=CC=CC=C12)N1C=CC=2C1=NC=CC2 (1-(isoquinolin-1-yl)-1H-pyrrolo[2,3-b]pyridine). Isolated yield 52.5%. Reaction SMILES: [H-].[Na+].[NH:3]1[C:7]2=[N:8][CH:9]=[CH:10][CH:11]=[C:6]2[CH:5]=[CH:4]1.Cl[C:13]1[C:22]2[C:17](=[CH:18][CH:19]=[CH:20][CH:21]=2)[CH:16]=[CH:15][N:14]=1>CN(C)C=O>[C:13]1([N:3]2[C:7]3=[N:8][CH:9]=[CH:10][CH:11]=[C:6]3[CH:5]=[CH:4]2)[C:22]2[C:17](=[CH:18][CH:19]=[CH:20][CH:21]=2)[CH:16]=[CH:15][N:14]=1 |f:0.1|. Reported procedure: 0.894 g of 60% sodium hydride (37.25 mmol) was added with stirring to 20 cm3 of dimethylformamide under an argon atmosphere at a temperature in the region of 20° C. and then a solution of 4 g (33.86 mmol) of 1H-pyrrolo[2,3-b]pyridine in 20 cm3 of dimethylformamide was gradually added. After stirring at a temperature in the region of 20° C. for 30 minutes, a solution of 5.816 g (35.55 mmol) of 1-chloroisoquinoline in 20 cm3 of dimethylformamide was added and then the reaction mixture was heated a... Starting materials: CC(OS(C)(=O)=O)C(NC(=O)OC(C)(C)C)C(=O)NOCc1ccccc1, O=C([O-])[O-], ClCCCl, [K+], [K+], O. As a reaction SMILES: [C:11]([CH3:12])([CH3:13])([CH3:14])[O:15][C:16](=[O:17])[NH:18][CH:19]([CH:20]([O:21][S:22]([CH3:23])(=[O:24])=[O:25])[CH3:26])[C:27](=[O:28])[NH:29][O:30][CH2:31][c:32]1[cH:33][cH:34][cH:35][cH:36][cH:37]1.[C:1](=[O:2])([O-:3])[O-:4].[Cl:7][CH2:8][CH2:9][Cl:10].[K+:5].[K+:6].[OH2:38]>>[C:11]([CH3:12])([CH3:13])([CH3:14])[O:15][C:16](=[O:17])[NH:18][CH:19]1[CH:20]([CH3:26])[N:29]([O:30][CH2:31][c:32]2[cH:33][cH:34][cH:35][cH:36][cH:37]2)[C:27]1=[O:28]. Yields the product CC1C(NC(=O)OC(C)(C)C)C(=O)N1OCc1ccccc1. The reactants are Brc1cccc2[nH]ccc12, CC(C)[Si](Cl)(C(C)C)C(C)C, ClCCl, [H-], [Na+], CN(C)C=O. Product: CC(C)[Si](C(C)C)(C(C)C)n1ccc2c(Br)cccc21. As a reaction SMILES: [Br:3][c:4]1[c:5]2[cH:6][cH:7][nH:8][c:9]2[cH:10][cH:11][cH:12]1.[CH:13]([CH3:14])([CH3:15])[Si:16]([CH:17]([CH3:18])[CH3:19])([CH:20]([CH3:21])[CH3:22])[Cl:23].[Cl:24][CH2:25][Cl:26].[H-:2].[Na+:1].[O:27]=[CH:28][N:29]([CH3:30])[CH3:31]>>[Br:3][c:4]1[c:5]2[cH:6][cH:7][n:8]([Si:16]([CH:13]([CH3:14])[CH3:15])([CH:17]([CH3:18])[CH3:19])[CH:20]([CH3:21])[CH3:22])[c:9]2[cH:10][cH:11][cH:12]1. Starting materials: ClC=1C=C(C=CC1OC(C)C)C1=NN=C(S1)C=1C(=C(C=CC1)CN1CC(C1)C(=O)OC)CC (methyl 1-{[3-(5-{3-chloro-4-[(1-methylethyl)oxy]phenyl}-1,3,4-thiadiazol-2-yl)-2-ethylphenyl]methyl}-3-azetidinecarboxylate), [OH-].[Na+] (sodium hydroxide), Cl (HCl). The solvent is C(C)(C)O (isopropanol), O (water). Reaction conditions: time 1 hour. The product is ClC=1C=C(C=CC1OC(C)C)C1=NN=C(S1)C=1C(=C(C=CC1)CN1CC(C1)C(=O)O)CC (1-{[3-(5-{3-chloro-4-[(1-methylethyl)oxy]phenyl}-1,3,4-thiadiazol-2-yl)-2-ethylphenyl]methyl}-3-azetidinecarboxylic acid). The yield is 19.1%. RXN SMILES: [Cl:1][C:2]1[CH:3]=[C:4]([C:12]2[S:16][C:15]([C:17]3[C:18]([CH2:32][CH3:33])=[C:19]([CH2:23][N:24]4[CH2:27][CH:26]([C:28]([O:30]C)=[O:29])[CH2:25]4)[CH:20]=[CH:21][CH:22]=3)=[N:14][N:13]=2)[CH:5]=[CH:6][C:7]=1[O:8][CH:9]([CH3:11])[CH3:10].[OH-].[Na+].Cl>C(O)(C)C.O>[Cl:1][C:2]1[CH:3]=[C:4]([C:12]2[S:16][C:15]([C:17]3[C:18]([CH2:32][CH3:33])=[C:19]([CH2:23][N:24]4[CH2:25][CH:26]([C:28]([OH:30])=[O:29])[CH2:27]4)[CH:20]=[CH:21][CH:22]=3)=[N:14][N:13]=2)[CH:5]=[CH:6][C:7]=1[O:8][CH:9]([CH3:11])[CH3:10] |f:1.2|. Procedure: To a solution of crude methyl 1-{[3-(5-{3-chloro-4-[(1-methylethyl)oxy]phenyl}-1,3,4-thiadiazol-2-yl)-2-ethylphenyl]methyl}-3-azetidinecarboxylate (D13) (54 mg) in isopropanol (3 mL) and water (3 mL) was added sodium hydroxide (50 mg). The reaction mixture was stirred at room temperature for 1 h. The reaction mixture was neutralized with 2N HCl till pH ˜6.0. The mixture was extracted with EA/THF for 3 times. The combined organic layers were washed with brine, dried over anhydrous sodium sulfate....